From a dataset of the Open Reaction Database (ORD), a public repository of structured organic reaction records. describe an organic reaction: reactants, conditions, products, and yield Reactants: C(C1=CC=CC=C1)(=O)OC1CC(NC(C1)(C)C)(C)C (4-benzoyloxy-2,2,6,6-tetramethylpiperidine), O1C(COC2CCC(CC2)C(C)(C)C2CCC(CC2)OCC2CO2)C1 (2,2-bis[4-(2,3-epoxypropoxy)cyclohexyl]propane). Product: OC(COC1CCC(CC1)C(C)(C)C1CCC(CC1)OCC(CN1C(CC(CC1(C)C)OC(C1=CC=CC=C1)=O)(C)C)O)CN1C(CC(CC1(C)C)OC(C1=CC=CC=C1)=O)(C)C (2,2-bis{4-[2-hydroxy-3-(4-benzoyloxy-2,2,6,6-tetramethylpiperidino)propoxy]cyclohexyl}propane). As a reaction SMILES: [C:1]([O:9][CH:10]1[CH2:15][C:14]([CH3:17])([CH3:16])[NH:13][C:12]([CH3:19])([CH3:18])[CH2:11]1)(=[O:8])[C:2]1[CH:7]=[CH:6][CH:5]=[CH:4][CH:3]=1.[O:20]1[CH2:44][CH:21]1[CH2:22][O:23][CH:24]1[CH2:29][CH2:28][CH:27]([C:30]([CH:33]2[CH2:38][CH2:37]C(OCC3OC3)CC2)([CH3:32])[CH3:31])[CH2:26][CH2:25]1>>[OH:20][CH:21]([CH2:44][N:13]1[C:12]([CH3:19])([CH3:18])[CH2:11][CH:10]([O:9][C:1](=[O:8])[C:2]2[CH:3]=[CH:4][CH:5]=[CH:6][CH:7]=2)[CH2:15][C:14]1([CH3:17])[CH3:16])[CH2:22][O:23][CH:24]1[CH2:25][CH2:26][CH:27]([C:30]([CH:33]2[CH2:26][CH2:25][CH:24]([O:23][CH2:22][CH:21]([OH:20])[CH2:44][N:13]3[C:14]([CH3:17])([CH3:16])[CH2:15][CH:10]([O:9][C:1](=[O:8])[C:2]4[CH:7]=[CH:6][CH:5]=[CH:4][CH:3]=4)[CH2:11][C:12]3([CH3:19])[CH3:18])[CH2:37][CH2:38]2)([CH3:32])[CH3:31])[CH2:28][CH2:29]1. Procedure details: A mixture of 30.0 g of 4-benzoyloxy-2,2,6,6-tetramethylpiperidine and 15.0 g of 2,2-bis[4-(2,3-epoxypropoxy)cyclohexyl]propane was reacted folowing the procedure described in Example 5, giving the desired Compound No. 78 in the form of a colourless, viscous liquid. The Compound had an Rf value of 0.70 on thin-layer chromatography on silica gel developed with a 15:5:1 by volume mixture of n-hexane, triethylamine and ethanol. Starting materials: B, CC(C)CCCC(C)C1CC=C2C3=C(CCC21C)C1(C)CCC(OC(=O)c2ccccc2)C(C)(C)C1CC3, C1CCOC1, CCOCC, [Na+], [OH-], O, OO. The product is CC(C)CCCC(C)C1CC(O)C2C3=C(CCC12C)C1(C)CCC(OC(=O)c2ccccc2)C(C)(C)C1CC3. Reaction SMILES: [BH3:39].[C:1]([c:2]1[cH:3][cH:4][cH:5][cH:6][cH:7]1)(=[O:8])[O:9][CH:10]1[C:11]([CH3:37])([CH3:38])[CH:12]2[CH2:13][CH2:14][C:15]3=[C:31]([CH2:30][CH2:29][C:28]4([CH3:36])[C:16]3=[CH:17][CH2:18][CH:19]4[CH:20]([CH2:21][CH2:22][CH2:23][CH:24]([CH3:25])[CH3:26])[CH3:27])[C:32]2([CH3:35])[CH2:33][CH2:34]1.[CH2:44]1[O:45][CH2:46][CH2:47][CH2:48]1.[CH3:49][CH2:50][O:51][CH2:52][CH3:53].[Na+:41].[OH-:40].[OH2:54].[OH:42][OH:43]>>[C:1]([c:2]1[cH:3][cH:4][cH:5][cH:6][cH:7]1)(=[O:8])[O:9][CH:10]1[C:11]([CH3:37])([CH3:38])[CH:12]2[CH2:13][CH2:14][C:15]3=[C:31]([CH2:30][CH2:29][C:28]4([CH3:36])[CH:16]3[CH:17]([OH:40])[CH2:18][CH:19]4[CH:20]([CH2:21][CH2:22][CH2:23][CH:24]([CH3:25])[CH3:26])[CH3:27])[C:32]2([CH3:35])[CH2:33][CH2:34]1. The reactants are C1COCCO1, ClCCl, CC(C)(C)OC(=O)NC(CC#N)c1ccc(Cl)cc1, Cl. Product: N#CCC(N)c1ccc(Cl)cc1. RXN SMILES: [CH2:2]1[O:3][CH2:4][CH2:5][O:6][CH2:7]1.[Cl:27][CH2:28][Cl:29].[Cl:8][c:9]1[cH:10][cH:11][c:12]([CH:15]([CH2:16][C:17]#[N:18])[NH:19][C:20](=[O:21])[O:22][C:23]([CH3:24])([CH3:25])[CH3:26])[cH:13][cH:14]1.[ClH:1]>>[Cl:8][c:9]1[cH:10][cH:11][c:12]([CH:15]([CH2:16][C:17]#[N:18])[NH2:19])[cH:13][cH:14]1.